From a dataset of the Open Reaction Database (ORD), a public repository of structured organic reaction records. describe an organic reaction: reactants, conditions, products, and yield Reactants: α,α′-azaisobutyronitrile, FC(OC1=CC=C2COC(C2=C1)=O)F (6-difluoromethoxy-3H-isobenzofuran-1-one), BrN1C(CCC1=O)=O (N-bromosuccinimide). Run in C(Cl)(Cl)Cl (CHCl3), C(Cl)(Cl)(Cl)Cl (CCl4). Conditions: temperature 76 celsius. The product is BrC1OC(C2=CC(=CC=C12)OC(F)F)=O (3-Bromo-6-difluoromethoxy-3H-isobenzofuran-1-one), oil. The yield is 101.1%. Reaction SMILES: [F:1][CH:2]([F:14])[O:3][C:4]1[CH:12]=[C:11]2[C:7]([CH2:8][O:9][C:10]2=[O:13])=[CH:6][CH:5]=1.[Br:15]N1C(=O)CCC1=O>C(Cl)(Cl)(Cl)Cl.C(Cl)(Cl)Cl>[Br:15][CH:8]1[C:7]2[C:11](=[CH:12][C:4]([O:3][CH:2]([F:1])[F:14])=[CH:5][CH:6]=2)[C:10](=[O:13])[O:9]1. Reported procedure: A suspension of 6-difluoromethoxy-3H-isobenzofuran-1-one (1 g, 5 mmoles), prepared as described in example 94, in CCl4 (10 ml), under N2, was added with N-bromosuccinimide (0.91 g, 5.1 mmoles) and the mixture was heated at 76° C. A solution of α,α′-azaisobutyronitrile (0.01 g) in CHCl3 (1 ml) was slowly added. The mixture was refluxed for 1.5 hours, then cooled, filtered over celite and washed with CCl4. By drying, 1.41 g of the title compound were obtained as an oil (quantitative yield).